This data is from the Open Reaction Database (ORD), a public repository of structured organic reaction records. The task is: describe an organic reaction: reactants, conditions, products, and yield Starting materials: CNS(=O)(=O)C (N-methylmethanesulfonamide), ClC1=NC(=C(C(=N1)Cl)Cl)Cl (2,4,5,6-tetrachloropyrimidine). Product: ClC1=NC(=C(C(=N1)N(S(=O)(=O)C)C)Cl)Cl (N-(2,5,6-Trichloro-pyrimidin-4-yl)-N-methylmethanesulfonamide). RXN SMILES: [CH3:1][NH:2][S:3]([CH3:6])(=[O:5])=[O:4].[Cl:7][C:8]1[N:13]=[C:12]([Cl:14])[C:11]([Cl:15])=[C:10](Cl)[N:9]=1>>[Cl:7][C:8]1[N:9]=[C:10]([N:2]([CH3:1])[S:3]([CH3:6])(=[O:5])=[O:4])[C:11]([Cl:15])=[C:12]([Cl:14])[N:13]=1. Procedure details: Following a procedure similar to that of Method 32, the title compound was prepared from N-methylmethanesulfonamide and 2,4,5,6-tetrachloropyrimidine. MS: 290 (M+1). The reactants are [OH-].[Na+] (sodium hydroxide), [OH-].[Na+] (sodium hydroxide), C(C)(C)(C)N (tert.butylamine), N1=C(Cl)N=C(Cl)N=C1Cl (cyanuric chloride). Solvent: C1(=CC=CC=C1)C (toluene). Run at temperature 20 celsius, time 1 hour. The product is ClC1=NC(=NC(=N1)Cl)NC(C)(C)C (2,4-Dichloro-6-tert.butylamino-1,3,5-triazine). As a reaction SMILES: [OH-].[Na+].[C:3]([NH2:7])([CH3:6])([CH3:5])[CH3:4].[N:8]1[C:15]([Cl:16])=[N:14][C:12](Cl)=[N:11][C:9]=1[Cl:10]>C1(C)C=CC=CC=1>[Cl:10][C:9]1[N:8]=[C:15]([Cl:16])[N:14]=[C:12]([NH:7][C:3]([CH3:6])([CH3:5])[CH3:4])[N:11]=1 |f:0.1|. Reported procedure: 10 ml 0.1N sodium hydroxide solution and 6.74 g (92.25 mmol) tert.butylamine are added to 9.23 g (50 mmol) cyanuric chloride in 200 ml toluene and stirred for 1 hour at 20° C. The pH value of the reaction is monitored continuously during this period and if necessary readjusted to pH 11-12 with 1N sodium hydroxide solution. Subsequently the solvent is removed by distillation, the residue is taken up in 150 ml water, extracted twice with 150 ml ethyl acetate each time, the organic phase is dried o... The reactants are C(C)C(CC)N1C(=NC2=C1C=CC(=C2)C(=O)O)CC=2OC=CC2 (1-(1-ethyl-propyl)-2-furan-2-ylmethyl-1H-benzoimidazole-5-carboxylic acid). Reagents/catalysts: [Pt]=O (platinum oxide). The solvent is C(C)O (ethanol). Yields the product C(C)C(CC)N1C(=NC2=C1C=CC(=C2)C(=O)O)CC2OCCC2 (1-(1-Ethyl-propyl)-2-(tetrahydro-furan-2-ylmethyl)-1H-benzoimidazole-5-carboxylic acid). Yield: 15.6%. As a reaction SMILES: [CH2:1]([CH:3]([N:6]1[C:10]2[CH:11]=[CH:12][C:13]([C:15]([OH:17])=[O:16])=[CH:14][C:9]=2[N:8]=[C:7]1[CH2:18][C:19]1[O:20][CH:21]=[CH:22][CH:23]=1)[CH2:4][CH3:5])[CH3:2]>C(O)C.[Pt]=O>[CH2:1]([CH:3]([N:6]1[C:10]2[CH:11]=[CH:12][C:13]([C:15]([OH:17])=[O:16])=[CH:14][C:9]=2[N:8]=[C:7]1[CH2:18][CH:19]1[CH2:23][CH2:22][CH2:21][O:20]1)[CH2:4][CH3:5])[CH3:2]. Procedure details: A solution of 348 mg of 1-(1-ethyl-propyl)-2-furan-2-ylmethyl-1H-benzoimidazole-5-carboxylic acid in 5 ml of ethanol was hydrogenated at 5 bar for 24 h in the presence of 10 mg platinum oxide. The catalyst was removed by filtration, and the filtrate was concentrated in vacuo. The resulting residue was purified by HPLC to obtain 55 mg (17%) of 1-(1-Ethyl-propyl)-2-(tetrahydro-furan-2-ylmethyl)-1H-benzoimidazole-5-carboxylic acid. Solvent: O1CCOCC1 (dioxane). Procedure details: In 30 ml of dioxane 17.3 g of 6-methoxylepidine (0.1 mole) and 11.3 g of chloroacetamide (0.12 mole) were refluxed for 8 hours and the precipitated crystals were collected, washed with acetone and dried. Yield, 24.18 g (8.78%); M.p., 240°-241° C. Product: [Cl-].C(N)(=O)C[N+]1=CC=C(C)C2=CC(=CC=C12)OC (1-Carbamoylmethyl-6-methoxylepidinium chloride). The reactants are COC=1C=C2C(=CC=NC2=CC1)C (6-methoxylepidine), ClCC(=O)N (chloroacetamide). As a reaction SMILES: [CH3:1][O:2][C:3]1[CH:4]=[C:5]2[C:10](=[CH:11][CH:12]=1)[N:9]=[CH:8][CH:7]=[C:6]2[CH3:13].[Cl:14][CH2:15][C:16]([NH2:18])=[O:17]>O1CCOCC1>[Cl-:14].[C:16]([CH2:15][N+:9]1[C:10]2[C:5](=[CH:4][C:3]([O:2][CH3:1])=[CH:12][CH:11]=2)[C:6]([CH3:13])=[CH:7][CH:8]=1)(=[O:17])[NH2:18] |f:3.4|. Procedure: To a solution of 148 parts of methyl N-(1-amino-1-methylthiomethylene)-carbamate, prepared as in Example 2, in 2,000 parts methylene chloride is added 154 parts of p-chlorophenyl isocyanate. The reaction is stirred for 3 days. Then to it is added 54 parts of sodium methoxide in 540 parts of methanol. Th reaction mixture is then refluxed for 1 hour. The reaction mass is cooled, and 2,000 parts of ether are added. The solid collected by filtration is dissolved in water and the solution neutralized... Yields the product 140, ClC1=CC=C(C=C1)N1C(NC(=NC1=O)SC)=O (3-(p-chlorophenyl)-6-methylthio-s-triazine-2,4(1H,3H)-dione). As a reaction SMILES: [NH2:1][C:2](=[N:5][C:6](=[O:9])OC)[S:3][CH3:4].C(Cl)Cl.[Cl:13][C:14]1[CH:19]=[CH:18][C:17]([N:20]=[C:21]=[O:22])=[CH:16][CH:15]=1.C[O-].[Na+]>CCOCC.CO>[Cl:13][C:14]1[CH:19]=[CH:18][C:17]([N:20]2[C:21](=[O:22])[N:1]=[C:2]([S:3][CH3:4])[NH:5][C:6]2=[O:9])=[CH:16][CH:15]=1 |f:3.4|. The solvent is CO (methanol), CCOCC (ether). The reactants are C[O-].[Na+] (sodium methoxide), 148, NC(SC)=NC(OC)=O (methyl N-(1-amino-1-methylthiomethylene)-carbamate), C(Cl)Cl (methylene chloride), ClC1=CC=C(C=C1)N=C=O (p-chlorophenyl isocyanate). Reaction conditions: time 3 day. The reactants are O=C1c2ccccc2C(=O)N1CCNCCC(O)Cc1ccccc1, CO, CC(=O)O. Yields the product O=C1c2ccccc2C(=O)N1CCNCCCO. RXN SMILES: [C:1]1(=[O:25])[c:2]2[c:3]([cH:21][cH:22][cH:23][cH:24]2)[C:4](=[O:20])[N:5]1[CH2:6][CH2:7][NH:8][CH2:9][CH2:10][CH:11]([OH:12])[CH2:13][c:14]1[cH:15][cH:16][cH:17][cH:18][cH:19]1.[CH3:26][OH:27].[CH3:28][C:29](=[O:30])[OH:31]>>[C:1]1(=[O:25])[c:2]2[c:3]([cH:21][cH:22][cH:23][cH:24]2)[C:4](=[O:20])[N:5]1[CH2:6][CH2:7][NH:8][CH2:9][CH2:10][CH2:11][OH:12]. Reactants: C(C)OC([C@H](CC1=CC=C(C=C1)OCCBr)OC)=O ((2S)-3-[4-(2-bromo-ethoxy)-phenyl]-2-methoxy-propionic acid ethyl ester), C=1(C(=CC=CC1)O)C1=CC=CC=C1 (biphenyl-2-ol), CO[C@H](C(=O)O)CC1=CC=C(C=C1)OCCCOC1=CC=CC=C1 ((2S)-2-methoxy-3-[4-(3-phenoxy-propoxy)-phenyl]-propionic acid). Yields the product C1(=C(C=CC=C1)OCCOC1=CC=C(C=C1)C[C@@H](C(=O)O)OC)C1=CC=CC=C1 ((2S)-3-{4-[2-(biphenyl-2-yloxy)-ethoxy]-phenyl}-2-methoxy-propionic acid). RXN SMILES: C([O:3][C:4](=[O:19])[C@@H:5]([O:17][CH3:18])[CH2:6][C:7]1[CH:12]=[CH:11][C:10]([O:13][CH2:14][CH2:15]Br)=[CH:9][CH:8]=1)C.[C:20]1([C:27]2[CH:32]=[CH:31][CH:30]=[CH:29][CH:28]=2)[C:21]([OH:26])=[CH:22][CH:23]=[CH:24][CH:25]=1.CO[C@@H](CC1C=CC(OCCCOC2C=CC=CC=2)=CC=1)C(O)=O>>[C:20]1([C:27]2[CH:28]=[CH:29][CH:30]=[CH:31][CH:32]=2)[CH:25]=[CH:24][CH:23]=[CH:22][C:21]=1[O:26][CH2:15][CH2:14][O:13][C:10]1[CH:9]=[CH:8][C:7]([CH2:6][C@H:5]([O:17][CH3:18])[C:4]([OH:3])=[O:19])=[CH:12][CH:11]=1. Reported procedure: The title compound was prepared from (2S)-3-[4-(2-bromo-ethoxy)-phenyl]-2-methoxy-propionic acid ethyl ester (Example 283, Step 2) and biphenyl-2-ol via the same procedure used for the preparation of (2S)-2-methoxy-3-[4-(3-phenoxy-propoxy)-phenyl]-propionic acid (Example 285, Step 1), to produce a colorless oil. MS (ES) for C24H24O5 [M+Na]+: 415.4. Reported procedure: To 1.1 g of platinium in 50 ml of ethyl acetate was added a solution of 11 g (0.028 mol) of [3aR-[3a alpha,4alpha(1E,3R*,4S*),5beta,6a alpha]]-5-(benzoyloxy)-4-(4-fluoro-3-hydroxy-1-octenyl)hexahydro-2H-cyclopenta[b]furan-2-one in 110 ml of ethyl acetate. The mixture was then hydrogenated until the theoretical uptake of hydrogen was complete and then filtered through a bed of Celite. The solvent was then removed under reduced pressure and the residue chromatographed over 250 g of silica gel (tol... Yields the product C(C1=CC=CC=C1)(=O)OC1C(C2C(OC(C2)=O)C1)CCC(C(CCCC)F)O (5-(benzoyloxy)-4-(4-fluoro-3-hydroxyoctyl)hexahydro-2H-cyclopenta[b]furan-2-one). Reactants: C(C1=CC=CC=C1)(=O)OC1C(C2C(OC(C2)=O)C1)C=CC(C(CCCC)F)O (5-(benzoyloxy)-4-(4-fluoro-3-hydroxy-1-octenyl)hexahydro-2H-cyclopenta[b]furan-2-one), [H][H] (hydrogen). Yield: 94.0%. Run in C(C)(=O)OCC (ethyl acetate), C(C)(=O)OCC (ethyl acetate). RXN SMILES: [C:1]([O:9][CH:10]1[CH2:18][CH:13]2[O:14][C:15](=[O:17])[CH2:16][CH:12]2[CH:11]1[CH:19]=[CH:20][CH:21]([OH:28])[CH:22]([F:27])[CH2:23][CH2:24][CH2:25][CH3:26])(=[O:8])[C:2]1[CH:7]=[CH:6][CH:5]=[CH:4][CH:3]=1.[H][H]>C(OCC)(=O)C>[C:1]([O:9][CH:10]1[CH2:18][CH:13]2[O:14][C:15](=[O:17])[CH2:16][CH:12]2[CH:11]1[CH2:19][CH2:20][CH:21]([OH:28])[CH:22]([F:27])[CH2:23][CH2:24][CH2:25][CH3:26])(=[O:8])[C:2]1[CH:7]=[CH:6][CH:5]=[CH:4][CH:3]=1. Starting materials: Cl (hydrochloric acid), C(CCCCCCCCCCCCCCCCC)Br (octadecyl bromide), SCCC(=O)O (3-mercaptopropionic acid), C([O-])([O-])=O.[K+].[K+] (potassium carbonate). Run in O (water), C(C)(C)O (isopropanol). Run at temperature 80 celsius. Yields the product C(CCCCCCCCCCCCCCCCC)SCCC(=O)O (3-(Octadecylthio)propionic acid). RXN SMILES: [CH2:1](Br)[CH2:2][CH2:3][CH2:4][CH2:5][CH2:6][CH2:7][CH2:8][CH2:9][CH2:10][CH2:11][CH2:12][CH2:13][CH2:14][CH2:15][CH2:16][CH2:17][CH3:18].[SH:20][CH2:21][CH2:22][C:23]([OH:25])=[O:24].C(=O)([O-])[O-].[K+].[K+].Cl>O.C(O)(C)C>[CH2:1]([S:20][CH2:21][CH2:22][C:23]([OH:25])=[O:24])[CH2:2][CH2:3][CH2:4][CH2:5][CH2:6][CH2:7][CH2:8][CH2:9][CH2:10][CH2:11][CH2:12][CH2:13][CH2:14][CH2:15][CH2:16][CH2:17][CH3:18] |f:2.3.4|. Procedure details: To a solution of 86.8 gm (0.25 mole) octadecyl bromide, 29.2 gm (0.275 mole) 3-mercaptopropionic acid and 90.0 gm isopropanol at 80° C. was added 95.0 gm (0.275 mole) 40% aqueous potassium carbonate solution dropwise. The mixture was heated at 80° C. for 8 hours and then cooled to 60° C. After adding 125.0 gm water and 36.8 gm of 30% hydrochloric acid solution, the mixture was slowly heated to 94° C. while distilling aqueous isopropyl alcohol from the reaction. The product separated as an oil fr...